Dataset: the Open Reaction Database (ORD), a public repository of structured organic reaction records. Task: describe an organic reaction: reactants, conditions, products, and yield Starting materials: BrCc1ccccc1, O=C([O-])[O-], CN(C)C=O, CCOCC, [K+], [K+], CC[Si](CC)(CC)OC1CCC2CCC1(c1ccccc1)N2. Product: CC[Si](CC)(CC)OC1CCC2CCC1(c1ccccc1)N2Cc1ccccc1. RXN SMILES: [Br:23][CH2:24][c:25]1[cH:26][cH:27][cH:28][cH:29][cH:30]1.[C:31](=[O:32])([O-:33])[O-:34].[CH3:37][N:38]([CH3:39])[CH:40]=[O:41].[CH3:42][CH2:43][O:44][CH2:45][CH3:46].[K+:35].[K+:36].[c:1]1([C:7]23[CH:8]([O:15][Si:16]([CH2:17][CH3:18])([CH2:19][CH3:20])[CH2:21][CH3:22])[CH2:9][CH2:10][CH:11]([CH2:12][CH2:13]2)[NH:14]3)[cH:2][cH:3][cH:4][cH:5][cH:6]1>>[c:1]1([C:7]23[CH:8]([O:15][Si:16]([CH2:17][CH3:18])([CH2:19][CH3:20])[CH2:21][CH3:22])[CH2:9][CH2:10][CH:11]([CH2:12][CH2:13]2)[N:14]3[CH2:24][c:25]2[cH:26][cH:27][cH:28][cH:29][cH:30]2)[cH:2][cH:3][cH:4][cH:5][cH:6]1. Reactants: OC1=CC=C(C=C1)C(C(=O)OC)(O)C (methyl 4-hydroxyphenyllactate), BrCC(=O)OC(C)(C)C (t-butyl bromoacetate), C([O-])([O-])=O.[K+].[K+] (potassium carbonate). Solvent: CN(C=O)C (dimethylformamide). Reaction conditions: temperature 60 celsius, time 10 hour. The product is C(C)(C)(C)OC(=O)COC1=CC=C(C=C1)C(C(=O)OC)(O)C (Methyl 4-(t-butoxycarbonylmethoxy)phenyllactate). Reaction SMILES: [OH:1][C:2]1[CH:7]=[CH:6][C:5]([C:8]([CH3:14])([OH:13])[C:9]([O:11][CH3:12])=[O:10])=[CH:4][CH:3]=1.Br[CH2:16][C:17]([O:19][C:20]([CH3:23])([CH3:22])[CH3:21])=[O:18].C(=O)([O-])[O-].[K+].[K+]>CN(C)C=O>[C:20]([O:19][C:17]([CH2:16][O:1][C:2]1[CH:3]=[CH:4][C:5]([C:8]([CH3:14])([OH:13])[C:9]([O:11][CH3:12])=[O:10])=[CH:6][CH:7]=1)=[O:18])([CH3:23])([CH3:22])[CH3:21] |f:2.3.4|. Procedure details: A mixture of methyl 4-hydroxyphenyllactate (18.5 g), t-butyl bromoacetate (14 ml), anhydrous potassium carbonate (26.0 g) and anhydrous dimethylformamide (300 ml) was stirred at 60° C. for 10 hours and then allowed to stand at room temperature overnight The reaction mixture was partitioned between ethyl acetate and water. The extract was washed with saturated aqueous sodium chloride solution, dried over anhydrous sodium sulfate and concentrated under reduced pressure. The residue was chromatogra... The reactants are 204, C(C=C)(=O)N (acrylamide), C(C=C)(=O)O (acrylic acid), 204. The product is C(C=C)(=O)[O-].C(C=C)(=O)N (acrylate acrylamide). As a reaction SMILES: [C:1]([OH:5])(=[O:4])[CH:2]=[CH2:3].[C:6]([NH2:10])(=[O:9])[CH:7]=[CH2:8]>>[C:1]([O-:5])(=[O:4])[CH:2]=[CH2:3].[C:6]([NH2:10])(=[O:9])[CH:7]=[CH2:8] |f:2.3|. Reported procedure: Example 1 is repeated in the same conditions except that the monomers consist of 204 parts of acrylic acid of 204 parts of acrylamide. A 50-50 acrylate-acrylamide copolymer is obtained which is defined by the exclusion chromatogram of FIG. 4. Reactants: C1CCOC1, C=CCCCOC(=O)NC(CCCC)C(=O)OC, CCOC(C)=O, Cl, [Na+], [OH-]. The product is C=CCCCOC(=O)NC(CCCC)C(=O)O. RXN SMILES: [CH2:28]1[O:29][CH2:30][CH2:31][CH2:32]1.[CH3:1][O:2][C:3]([CH:4]([NH:5][C:6](=[O:7])[O:8][CH2:9][CH2:10][CH2:11][CH:12]=[CH2:13])[CH2:14][CH2:15][CH2:16][CH3:17])=[O:18].[CH3:21][CH2:22][O:23][C:24]([CH3:25])=[O:26].[ClH:27].[Na+:20].[OH-:19]>>[O:2]=[C:3]([CH:4]([NH:5][C:6](=[O:7])[O:8][CH2:9][CH2:10][CH2:11][CH:12]=[CH2:13])[CH2:14][CH2:15][CH2:16][CH3:17])[OH:18]. The reactants are FC1=C(C=CC=C1F)O (2,3-Difluorophenol), P(=O)([O-])([O-])[O-].[K+].[K+].[K+] (tripotassium phosphate), ClCC1CCC(CC1)C1=C(C(=C(C=C1)OCC)F)F (4-chloromethyl-(4-ethoxy-2,3-difluorophenyl)-cyclohexane). Solvent: CN(C)C=O (DMF). Run at temperature 70 celsius, time 7 hour. Yields the product FC1=C(C=CC(=C1F)OCC)[C@@H]1CC[C@H](CC1)COC1=C(C(=CC=C1)F)F (2,3-difluoro-4-ethoxy-[trans-4-(2,3-difluorophenoxymethyl)cyclohexyl]benzene). The yield is 74.8%. Reaction SMILES: [F:1][C:2]1[C:7]([F:8])=[CH:6][CH:5]=[CH:4][C:3]=1[OH:9].P([O-])([O-])([O-])=O.[K+].[K+].[K+].Cl[CH2:19][CH:20]1[CH2:25][CH2:24][CH:23]([C:26]2[CH:31]=[CH:30][C:29]([O:32][CH2:33][CH3:34])=[C:28]([F:35])[C:27]=2[F:36])[CH2:22][CH2:21]1>CN(C=O)C>[F:36][C:27]1[C:28]([F:35])=[C:29]([O:32][CH2:33][CH3:34])[CH:30]=[CH:31][C:26]=1[C@H:23]1[CH2:24][CH2:25][C@H:20]([CH2:19][O:9][C:3]2[CH:4]=[CH:5][CH:6]=[C:7]([F:8])[C:2]=2[F:1])[CH2:21][CH2:22]1 |f:1.2.3.4|. Procedure: 2,3-Difluorophenol (46) (13.8 g) and tripotassium phosphate (K3PO4; 73.4 g) were added to DMF (200 ml) under a nitrogen atmosphere, and the mixture was stirred at 70° C. The compound (15) (20.0 g) was added thereto and the stirring was continued at 70° C. for 7 hours. After the reaction mixture obtained had been cooled to 30° C., solids were separated by filtration, and then toluene (100 ml) and water (100 ml) were added to and mixed with the filtrate. The mixture was then allowed to stand until... The reactants are CCO, [Cl-], [NH4+], [Na], OCCCl, Oc1ccc(I)cc1. Product: OCCOc1ccc(I)cc1. RXN SMILES: [CH3:16][CH2:17][OH:18].[Cl-:14].[NH4+:15].[Na:1].[OH:10][CH2:11][CH2:12][Cl:13].[OH:2][c:3]1[cH:4][cH:5][c:6]([I:7])[cH:8][cH:9]1>>[O:2]([c:3]1[cH:4][cH:5][c:6]([I:7])[cH:8][cH:9]1)[CH2:12][CH2:11][OH:10].